Task: describe an organic reaction: reactants, conditions, products, and yield. Dataset: the Open Reaction Database (ORD), a public repository of structured organic reaction records Reactants: ClCC1CC1 ((chloromethyl)cyclopropane), C([O-])([O-])=O.[K+].[K+] (potassium carbonate), [I-].[K+] (potassium iodide), FC1=C(C=C(C(=O)O)C=C1)O (4-Fluoro-3-hydroxybenzoic acid), CN(C)C=O (DMF). The solvent is O (water). Run at temperature 90 celsius, time 6 hour. Product: C1(CC1)COC=1C=C(C=CC1F)C(C)N (1-(3-(cyclopropylmethoxy)-4-fluorophenyl)ethanamine). RXN SMILES: [F:1][C:2]1[CH:10]=[CH:9][C:5]([C:6](O)=O)=[CH:4][C:3]=1O.Cl[CH2:13][CH:14]1[CH2:16][CH2:15]1.[C:17](=[O:20])([O-])[O-].[K+].[K+].[I-].[K+].C[N:26](C=O)C>O>[CH:16]1([CH2:15][O:20][C:17]2[CH:6]=[C:5]([CH:9]([NH2:26])[CH3:10])[CH:4]=[CH:3][C:2]=2[F:1])[CH2:14][CH2:13]1 |f:2.3.4,5.6|. Procedure details: 4-Fluoro-3-hydroxybenzoic acid (558 mg) was dissolved in DMF (5.0 mL). To the solution, (chloromethyl)cyclopropane (666 μL), potassium carbonate (990 mg), and potassium iodide (60 mg) were added, and the mixture was stirred at 90° C. for 6 hours. The reaction mixture was cooled to room temperature, water (10 mL) was then added thereto, and the resultant mixture was then extracted with toluene (10 mL). The organic layer was washed with brine (10 mL), dried over anhydrous sodium sulfate, and then ... Reactants: CN=C=S (methyl isothiocyanate), compound, NC1=NC(=NN1C(=S)NC)C1=CC(=C(C(=C1)C(C)(C)C)OCOCCOC)C(C)(C)C (5-Amino-3-(3,5-di-tert-butyl-4-methoxyethoxymethoxyphenyl)-1-[methylamino(thiocarbonyl)]-1H-1,2,4-triazole), Cl (hydrochloric acid), [OH-].[Na+] (sodium hydroxide). The solvent is O1CCCC1 (tetrahydrofuran). Run at time 5 hour. The product is NC1=NC(=NN1C(=S)NC)C=1C=NC=C(C1)Cl (5-Amino-3-(5-chloro-3-pyridyl)-1-[methylamino(thiocarbonyl)]-1H-1,2,4-triazole). Yield: 20.0%. RXN SMILES: [NH2:1][C:2]1[N:6]([C:7]([NH:9][CH3:10])=[S:8])[N:5]=[C:4]([C:11]2[CH:16]=[C:15]([C:17](C)(C)C)C(OCOCCOC)=C(C(C)(C)C)[CH:12]=2)[N:3]=1.[OH-].[Na+].C[N:35]=C=S.[ClH:38]>O1CCCC1>[NH2:1][C:2]1[N:6]([C:7]([NH:9][CH3:10])=[S:8])[N:5]=[C:4]([C:11]2[CH:12]=[N:35][CH:17]=[C:15]([Cl:38])[CH:16]=2)[N:3]=1 |f:1.2|. Procedure details: The synthesis method of Example 7-(3) was applied. The compound (3.39 g) obtained in (4) above, a 1N aqueous sodium hydroxide solution (26 ml), methyl isothiocyanate (1.9 g) and tetrahydrofuran (30 ml) were used as reagents. The mixture was stirred at room temperature for 5 hours and neutralized with 3N hydrochloric acid. The resulting powder was collected by filtration and subjected to silica gel column chromatography (chloroform-methanol) and recrystallization from chloroform-methanol to give ... Reactants: ClC[C@H](CO)O ((S)-3-chloro-1,2-propanediol), C(C)C1=C(C(=CC(=C1)C1=NOC(=N1)C1=NC(=CC(=C1)CC(C)C)C)C)O (2-ethyl-4-[5-(4-isobutyl-6-methyl-pyridin-2-yl)-[1,2,4]oxadiazol-3-yl]-6-methyl-phenol), ClC[C@H](CO)O ((S)-3-chloro-1,2-propanediol). As a reaction SMILES: [CH2:1]([C:3]1[CH:8]=[C:7]([C:9]2[N:13]=[C:12]([C:14]3[CH:19]=[C:18]([CH2:20][CH:21]([CH3:23])[CH3:22])[CH:17]=[C:16]([CH3:24])[N:15]=3)[O:11][N:10]=2)[CH:6]=[C:5]([CH3:25])[C:4]=1[OH:26])[CH3:2].Cl[CH2:28][C@@H:29]([OH:32])[CH2:30][OH:31]>C(O)(C)C.[OH-].[Na+].O>[CH2:1]([C:3]1[CH:8]=[C:7]([C:9]2[N:13]=[C:12]([C:14]3[CH:19]=[C:18]([CH2:20][CH:21]([CH3:23])[CH3:22])[CH:17]=[C:16]([CH3:24])[N:15]=3)[O:11][N:10]=2)[CH:6]=[C:5]([CH3:25])[C:4]=1[O:26][CH2:28][C@@H:29]([OH:32])[CH2:30][OH:31])[CH3:2] |f:3.4|. Isolated yield 32.4%. Conditions: time 24 hour. The product is C(C)C1=C(OC[C@H](CO)O)C(=CC(=C1)C1=NOC(=N1)C1=NC(=CC(=C1)CC(C)C)C)C ((S)-3-{2-Ethyl-4-[5-(4-isobutyl-6-methyl-pyridin-2-yl)-[1,2,4]oxadiazol-3-yl]-6-methyl-phenoxy}-propane-1,2-diol). The solvent is [OH-].[Na+] (NaOH), C(C)(C)O (isopropanol), [OH-].[Na+] (NaOH), O (water). Procedure details: To a solution of 2-ethyl-4-[5-(4-isobutyl-6-methyl-pyridin-2-yl)-[1,2,4]oxadiazol-3-yl]-6-methyl-phenol (41 mg, 0.116 mmol) in isopropanol (3 mL) and 3 N aq. NaOH (0.4 mL), (S)-3-chloro-1,2-propanediol (66 mg, 0.577 mmol) is added. The mixture is stirred at 65° C. for 16 h before another portion of (S)-3-chloro-1,2-propanediol (66 mg, 0.577 mmol) and 3 N aq. NaOH (0.4 mL) is added. Stirring is continued at 65° C. for 24 h. The mixture is cooled to rt, diluted with water, and repeatedly extracted... Reactants: [H-].[H-].[H-].[H-].[Li+].[Al+3] (LAH), ClC1=CC(=C(S1)COC1=C(C=C(C=C1F)CCC(=O)OCC)F)C1=CC=C(C=C1)Cl (ethyl 3-(4-((5-chloro-3-(4-chlorophenyl)thiophen-2-yl)methoxy)-3,5-difluoro phenyl)propanoate). The product is ClC1=CC(=C(S1)COC1=C(C=C(C=C1F)CCCO)F)C1=CC=C(C=C1)Cl (3-(4-[[5-chloro-3-(4-chlorophenyl)thiophen-2-yl]methoxy]-3,5-difluorophenyl)propan-1-ol). Reaction SMILES: [H-].[H-].[H-].[H-].[Li+].[Al+3].[Cl:7][C:8]1[S:12][C:11]([CH2:13][O:14][C:15]2[C:20]([F:21])=[CH:19][C:18]([CH2:22][CH2:23][C:24](OCC)=[O:25])=[CH:17][C:16]=2[F:29])=[C:10]([C:30]2[CH:35]=[CH:34][C:33]([Cl:36])=[CH:32][CH:31]=2)[CH:9]=1>>[Cl:7][C:8]1[S:12][C:11]([CH2:13][O:14][C:15]2[C:16]([F:29])=[CH:17][C:18]([CH2:22][CH2:23][CH2:24][OH:25])=[CH:19][C:20]=2[F:21])=[C:10]([C:30]2[CH:31]=[CH:32][C:33]([Cl:36])=[CH:34][CH:35]=2)[CH:9]=1 |f:0.1.2.3.4.5|. Procedure details: The title compound was prepared according to the procedure described in Example 222 by LAH reduction of ethyl 3-(4-((5-chloro-3-(4-chlorophenyl)thiophen-2-yl)methoxy)-3,5-difluoro phenyl)propanoate to give the desired product as off-white oil. 1H NMR (300 MHz, CD3OD) δ 7.42-7.52 (m, 4H), 7.07 (s, 1H), 6.85 (d, J=9.6 Hz, 2H), 5.11 (s, 2H), 3.58 (t, J=7.8 Hz, 2H), 2.66 (t, J=6.0 Hz, 2H), 1.79-1.86 (m, 2H). Reactants: ClC1=C(COCCN(C(NC=2SC(=CN2)SCC(C(=O)O)(C)C)=O)[C@@H]2CC[C@H](CC2)C)C=CC=C1 (3-{2-[3-[2-(2-chloro-benzyloxy)-ethyl]-3-(trans-4-methyl-cyclohexyl)-ureido]-thiazol-5-ylsulfanyl}-2,2-dimethyl-propionic acid), Br.BrCC=1C=NC=CC1 (3-bromomethylpyridine hydrobromide), C(C)OC(CSC1=CN=C(S1)N)=O ((2-aminothiazol-5-ylsulfanyl)acetic acid ethyl ester). Yields the product C[C@@H]1CC[C@H](CC1)N(C(NC=1SC(=CN1)SCC(=O)O)=O)CCOCC=1C=NC=CC1 ((2-{3-(trans-4-Methyl-cyclohexyl)-3-[2-(pyridin-3-ylmethoxy)-ethyl]-ureido}-thiazol-5-ylsulfanyl)-acetic acid). RXN SMILES: Cl[C:2]1[CH:35]=[CH:34]C=[CH:32][C:3]=1[CH2:4][O:5][CH2:6][CH2:7][N:8]([C@H:25]1[CH2:30][CH2:29][C@H:28]([CH3:31])[CH2:27][CH2:26]1)[C:9](=[O:24])[NH:10][C:11]1[S:12][C:13]([S:16][CH2:17]C(C)(C)C(O)=O)=[CH:14][N:15]=1.Br.BrCC1C=[N:41]C=CC=1.C([O:47][C:48](=[O:57])CSC1SC(N)=NC=1)C>>[CH3:31][C@H:28]1[CH2:29][CH2:30][C@H:25]([N:8]([CH2:7][CH2:6][O:5][CH2:4][C:3]2[CH:32]=[N:41][CH:34]=[CH:35][CH:2]=2)[C:9](=[O:24])[NH:10][C:11]2[S:12][C:13]([S:16][CH2:17][C:48]([OH:57])=[O:47])=[CH:14][N:15]=2)[CH2:26][CH2:27]1 |f:1.2|. Procedure: The compound was prepared following an analogous procedure to the one described for the synthesis of 3-{2-[3-[2-(2-chloro-benzyloxy)-ethyl]-3-(trans-4-methyl-cyclohexyl)-ureido]-thiazol-5-ylsulfanyl}-2,2-dimethyl-propionic acid using 3-bromomethylpyridine hydrobromide and (2-aminothiazol-5-ylsulfanyl)acetic acid ethyl ester. Starting materials: FC=1C=C(C=C(C1)I)O (3-fluoro-5-iodophenol), C1(=CC=CC=C1)B(O)O (phenylboronic acid), C([O-])([O-])=O.[Na+].[Na+] (sodium carbonate), CCCCCCC (heptane). Reagents/catalysts: C(C)(=O)[O-].[Pd+2].C(C)(=O)[O-] (Palladium (II) acetate). Solvent: O (water). Reaction conditions: time 16 hour. The product is FC=1C=C(C=C(C1)C1=CC=CC=C1)O (5-fluorobiphenyl-3-ol). The yield is 94.1%. RXN SMILES: [F:1][C:2]1[CH:3]=[C:4]([OH:9])[CH:5]=[C:6](I)[CH:7]=1.[C:10]1(B(O)O)[CH:15]=[CH:14][CH:13]=[CH:12][CH:11]=1.C(=O)([O-])[O-].[Na+].[Na+].CCCCCCC>O.C([O-])(=O)C.[Pd+2].C([O-])(=O)C>[F:1][C:2]1[CH:3]=[C:4]([OH:9])[CH:5]=[C:6]([C:10]2[CH:15]=[CH:14][CH:13]=[CH:12][CH:11]=2)[CH:7]=1 |f:2.3.4,7.8.9|. Procedure: Palladium (II) acetate (2.4 mg, 0.01 mmol) was added to a suspension of 3-fluoro-5-iodophenol (250 mg, 1.05 mmol), phenylboronic acid (154 mg, 1.26 mmol) and sodium carbonate (3.34 g, 3.15 mmol) in water (5 mL), under an atmosphere of nitrogen. The reaction mixture was stirred at ambient temperature for 16 h. The reaction mixture was then filtered through a plug of dicalite to remove black precipitate. The dicalite was washed with MeOH. The filtrate was diluted with water (250 mL) and then adjus... Reactants: CC1CCCN1, Cl, OCCc1coc(-c2ccc(OCc3ccccn3)cc2)n1. The product is CC1CCCN1CCc1coc(-c2ccc(OCc3ccccn3)cc2)n1. As a reaction SMILES: [CH3:24][CH:25]1[NH:26][CH2:27][CH2:28][CH2:29]1.[ClH:23].[n:1]1[c:2]([CH2:7][O:8][c:9]2[cH:10][cH:11][c:12](-[c:15]3[o:16][cH:17][c:18]([CH2:20][CH2:21][OH:22])[n:19]3)[cH:13][cH:14]2)[cH:3][cH:4][cH:5][cH:6]1>>[n:1]1[c:2]([CH2:7][O:8][c:9]2[cH:10][cH:11][c:12](-[c:15]3[o:16][cH:17][c:18]([CH2:20][CH2:21][N:26]4[CH:25]([CH3:24])[CH2:29][CH2:28][CH2:27]4)[n:19]3)[cH:13][cH:14]2)[cH:3][cH:4][cH:5][cH:6]1. Starting materials: CC(C)(C)OC(=O)Nc1cc(-c2cn(-c3ccc4nncn4n3)nc2-c2ccccc2)ccn1, CC(C)(C)OC(=O)Nc1cc(-c2cn(-c3ccc4nnc(N)n4n3)nc2-c2ccc(F)cc2)ccn1. Product: Nc1cc(-c2cn(-c3ccc4nnc(N)n4n3)nc2-c2ccc(F)cc2)ccn1. As a reaction SMILES: [C:37]([O:38][C:39]([NH:40][c:41]1[cH:42][c:43](-[c:44]2[c:45](-[c:46]3[cH:47][cH:48][cH:49][cH:50][cH:51]3)[n:52][n:53](-[c:54]3[cH:55][cH:56][c:57]4[n:58]([cH:59][n:60][n:61]4)[n:62]3)[cH:63]2)[cH:64][cH:65][n:66]1)=[O:67])([CH3:68])([CH3:69])[CH3:70].[NH2:1][c:2]1[n:3][n:4][c:5]2[n:6]1[n:7][c:8](-[n:11]1[n:12][c:13](-[c:30]3[cH:31][cH:32][c:33]([F:36])[cH:34][cH:35]3)[c:14](-[c:16]3[cH:17][c:18]([NH:22][C:23]([O:24][C:25]([CH3:26])([CH3:27])[CH3:28])=[O:29])[n:19][cH:20][cH:21]3)[cH:15]1)[cH:9][cH:10]2>>[NH2:1][c:2]1[n:3][n:4][c:5]2[n:6]1[n:7][c:8](-[n:11]1[n:12][c:13](-[c:30]3[cH:31][cH:32][c:33]([F:36])[cH:34][cH:35]3)[c:14](-[c:16]3[cH:17][c:18]([NH2:22])[n:19][cH:20][cH:21]3)[cH:15]1)[cH:9][cH:10]2.